This data is from the Open Reaction Database (ORD), a public repository of structured organic reaction records. The task is: describe an organic reaction: reactants, conditions, products, and yield The reactants are O=C([O-])[O-], CC(=O)[O-], CC(=O)[O-], Cc1ccccc1P(c1ccccc1C)c1ccccc1C, C=CCC(NC(=O)c1c(Cl)cccc1Cl)C(=O)OC, CCOC(C)=O, OC1(c2ccc(I)cc2)CCOCC1, [K+], [K+], CN(C)C=O, [Pd+2]. Product: COC(=O)C(CC=Cc1ccc(C2(O)CCOCC2)cc1)NC(=O)c1c(Cl)cccc1Cl. Reaction SMILES: [C:56](=[O:57])([O-:58])[O-:59].[C:67]([O-:68])(=[O:69])[CH3:70].[C:72]([O-:73])(=[O:74])[CH3:75].[CH3:1][c:2]1[cH:3][cH:4][cH:5][cH:6][c:7]1[P:8]([c:9]1[cH:10][cH:11][cH:12][cH:13][c:14]1[CH3:15])[c:16]1[cH:17][cH:18][cH:19][cH:20][c:21]1[CH3:22].[CH3:23][O:24][C:25]([CH:26]([CH2:27][CH:28]=[CH2:29])[NH:30][C:31]([c:32]1[c:33]([Cl:39])[cH:34][cH:35][cH:36][c:37]1[Cl:38])=[O:40])=[O:41].[CH3:76][CH2:77][O:78][C:79](=[O:80])[CH3:81].[I:42][c:43]1[cH:44][cH:45][c:46]([C:49]2([OH:55])[CH2:50][CH2:51][O:52][CH2:53][CH2:54]2)[cH:47][cH:48]1.[K+:60].[K+:61].[O:62]=[CH:63][N:64]([CH3:65])[CH3:66].[Pd+2:71]>>[CH3:23][O:24][C:25]([CH:26]([CH2:27][CH:28]=[CH:29][c:43]1[cH:44][cH:45][c:46]([C:49]2([OH:55])[CH2:50][CH2:51][O:52][CH2:53][CH2:54]2)[cH:47][cH:48]1)[NH:30][C:31]([c:32]1[c:33]([Cl:39])[cH:34][cH:35][cH:36][c:37]1[Cl:38])=[O:40])=[O:41]. Reactants: N1CCCC2=CC=CC=C12 (1,2,3,4-tetrahydroquinoline), Cl (hydrochloric acid), ice, N(=O)[O-].[Na+] (sodium nitrite). The solvent is O (water). The product is N(=O)N1CCCC2=CC=CC=C12 (1,2,3,4-tetrahydro-1-nitrosoquinoline). Yield: 82.9%. Reaction SMILES: [NH:1]1[C:10]2[C:5](=[CH:6][CH:7]=[CH:8][CH:9]=2)[CH2:4][CH2:3][CH2:2]1.Cl.[N:12]([O-])=[O:13].[Na+]>O>[N:12]([N:1]1[C:10]2[C:5](=[CH:6][CH:7]=[CH:8][CH:9]=2)[CH2:4][CH2:3][CH2:2]1)=[O:13] |f:2.3|. Procedure: 266.4 g of 1,2,3,4-tetrahydroquinoline were added to a mixture of 330 ml of 12 N hydrochloric acid and 800 g of ice. A solution of 165 g of sodium nitrite in 500 ml of water was added slowly to the mixture over the course of 2 hours while the temperature was kept below 5° C. The reaction mixture was then allowed to warm to room temperature in the course of hour and was extracted twice with 500 ml portions of toluene. The organic phase was separated, washed four times with 300 ml portions of wate... Reactants: C1(=CC=CC=C1)O (phenol), C([O-])([O-])=O.[K+].[K+] (potassium carbonate), (R)-methylcarbonate, ethyl acetate hexanes, (S)-methylcarbonate, ( 1R )-isomer. Solvent: [Cl-].[Na+].O (brine), CN(C)C=O (DMF). Product: OC(COC1=C(C=CC=C1)CC(CO)C)C (3-[2-(2-Hydroxy-propoxy)-phenyl]-2-methyl-propan-1-ol). Reaction SMILES: [C:1]1([OH:7])[CH:6]=[CH:5][CH:4]=[CH:3][CH:2]=1.[C:8](=[O:11])([O-])[O-].[K+].[K+]>CN(C=O)C.[Cl-].[Na+].O>[OH:7][CH:1]([CH3:6])[CH2:2][O:7][C:1]1[CH:6]=[CH:5][CH:4]=[CH:3][C:2]=1[CH2:3][CH:4]([CH3:5])[CH2:8][OH:11] |f:1.2.3,5.6.7|. Reported procedure: To the phenol T81-6(S) (1.4 g, 8.42 mmol, 1.0 eq) in DMF (16 mL) was added potassium carbonate (1.6 g, 8.42 mmol, 1 eq), and (R)-methylcarbonate (T81-A, 0.73 mL, 8.42 mmol, 1.0 eq). The resulting mixture was stirred at 85° C. for 72 h with monitoring of the reaction by TLC [(ethyl acetate/hexanes:2/8); Rf=0.30, UV, CMA]. The mixture was cooled to room temperature and brine was added. The aqueous phase was extracted with ethyl acetate and the combined organic phases were extracted with brine. The... Reactants: N1=CN=CC(=C1)C(=O)O (pyrimidine-5-carboxylic acid), C1(CC1)CN1C(N(C(C=2NC(=NC12)CC1=CC=C(C=C1)NC)=O)CC1=C(C=CC=C1)F)=O (3-cyclopropylmethyl-8-[4-(methylamino)-benzyl]-1-(2-fluorobenzyl)-3,7-dihydropurine-2,6-dione), final reagent. The reagents and catalysts are CN(C1=CC=NC=C1)C (4-dimethylaminopyridine). Product: C1(CC1)CN1C(N(C(C=2NC(=NC12)CC1=CC=C(C=C1)N(C(=O)C=1C=NC=NC1)C)=O)CC1=C(C=CC=C1)F)=O (Pyrimidine-5-carboxylic acid {4-[3-cyclopropylmethyl-1-(2-fluorobenzyl)-2,6-dioxo-2,3,6,7-tetrahydro-1H-purin-8-ylmethyl]-phenyl}-methyl-amide). The yield is 72.0%. RXN SMILES: [N:1]1[CH:6]=[C:5]([C:7]([OH:9])=O)[CH:4]=[N:3][CH:2]=1.[CH:10]1([CH2:13][N:14]2[C:22]3[N:21]=[C:20]([CH2:23][C:24]4[CH:29]=[CH:28][C:27]([NH:30][CH3:31])=[CH:26][CH:25]=4)[NH:19][C:18]=3[C:17](=[O:32])[N:16]([CH2:33][C:34]3[CH:39]=[CH:38][CH:37]=[CH:36][C:35]=3[F:40])[C:15]2=[O:41])[CH2:12][CH2:11]1>CN(C)C1C=CN=CC=1>[CH:10]1([CH2:13][N:14]2[C:22]3[N:21]=[C:20]([CH2:23][C:24]4[CH:25]=[CH:26][C:27]([N:30]([CH3:31])[C:7]([C:5]5[CH:4]=[N:3][CH:2]=[N:1][CH:6]=5)=[O:9])=[CH:28][CH:29]=4)[NH:19][C:18]=3[C:17](=[O:32])[N:16]([CH2:33][C:34]3[CH:39]=[CH:38][CH:37]=[CH:36][C:35]=3[F:40])[C:15]2=[O:41])[CH2:12][CH2:11]1. Procedure: This compound was prepared by a method similar to that described in example 79 except that pyrimidine-5-carboxylic acid was used in place of N-acetyl-6-amino-2-pyridine carboxylic acid, the reaction was performed using 0.75 equivalents of 3-cyclopropylmethyl-8-[4-(methylamino)-benzyl]-1-(2-fluorobenzyl)-3,7-dihydropurine-2,6-dione and 1.5 equivalent of 4-dimethylaminopyridine was added as the final reagent to the reaction mixture. Purification was performed by chromatography using silica eluted ...